This data is from the Open Reaction Database (ORD), a public repository of structured organic reaction records. The task is: describe an organic reaction: reactants, conditions, products, and yield Starting materials: C(C)(C)(C)C=1C=C(C=CC1O)CC(C)NC(C(C(C)C)N(C)C([C@@H](NC(=O)OC(C)(C)C)CC1=CC=CC=C1)=O)=O (N-[2-(3-tert-butyl-4-hydroxyphenyl)-1-methylethyl]-2-[N-(N-Boc-phenylalanyl)-N-methylamino]-3-methylbutanamide), C(=O)(C(F)(F)F)O (TFA). Run in C(Cl)Cl (methylene chloride). Reaction conditions: time 10 minute. The product is C(C)(C)(C)C=1C=C(C=CC1O)CC(C)NC(C(C(C)C)N(C([C@@H](N)CC1=CC=CC=C1)=O)C)=O (N-[2-(3-tert-butyl-4-hydroxyphenyl)-1-methylethyl]-3-methyl-2-(N-methyl-N-phenylalanylamino)butanamide). RXN SMILES: [C:1]([C:5]1[CH:6]=[C:7]([CH2:12][CH:13]([NH:15][C:16](=[O:41])[CH:17]([N:21]([C:23](=[O:40])[C@H:24]([CH2:33][C:34]2[CH:39]=[CH:38][CH:37]=[CH:36][CH:35]=2)[NH:25]C(OC(C)(C)C)=O)[CH3:22])[CH:18]([CH3:20])[CH3:19])[CH3:14])[CH:8]=[CH:9][C:10]=1[OH:11])([CH3:4])([CH3:3])[CH3:2].C(O)(C(F)(F)F)=O>C(Cl)Cl>[C:1]([C:5]1[CH:6]=[C:7]([CH2:12][CH:13]([NH:15][C:16](=[O:41])[CH:17]([N:21]([CH3:22])[C:23](=[O:40])[C@H:24]([CH2:33][C:34]2[CH:35]=[CH:36][CH:37]=[CH:38][CH:39]=2)[NH2:25])[CH:18]([CH3:20])[CH3:19])[CH3:14])[CH:8]=[CH:9][C:10]=1[OH:11])([CH3:4])([CH3:2])[CH3:3]. Reported procedure: The N-[2-(3-tert-butyl-4-hydroxyphenyl)-1-methylethyl]-2-[N-(N-Boc-phenylalanyl)-N-methylamino]-3-methylbutanamide (333 mg) was dissolved in methylene chloride (4 ml) and, after adding TFA (2 ml), the solution was stirred at room temperature for 10 minutes. The solvent was distilled off under reduced pressure and the resulting residue was diluted with methylene chloride and washed with saturated aqueous NaHCO3. The resulting organic layer was concentrated under reduced pressure and the residue w... Reactants: CC(C)(C)OC(=O)N1CCC(CCCN)CC1, Cc1ccc(-c2ccc3c(c2)C=C(C(=O)O)CCO3)cc1, CCN=C=NCCCN(C)C, Cl, CN(C)C=O, On1nnc2ccccc21. Product: Cc1ccc(-c2ccc3c(c2)C=C(C(=O)NCCCC2CCN(C(=O)OC(C)(C)C)CC2)CCO3)cc1. As a reaction SMILES: [C:32]([CH3:33])([CH3:34])([CH3:35])[O:36][C:37](=[O:38])[N:39]1[CH2:40][CH2:41][CH:42]([CH2:45][CH2:46][CH2:47][NH2:48])[CH2:43][CH2:44]1.[CH3:1][c:2]1[cH:3][cH:4][c:5](-[c:8]2[cH:9][cH:10][c:11]3[c:12]([cH:21]2)[CH:13]=[C:14]([C:18](=[O:19])[OH:20])[CH2:15][CH2:16][O:17]3)[cH:6][cH:7]1.[CH3:50][N:51]([CH3:52])[CH2:53][CH2:54][CH2:55][N:56]=[C:57]=[N:58][CH2:59][CH3:60].[ClH:49].[O:61]=[CH:62][N:63]([CH3:64])[CH3:65].[OH:22][n:23]1[c:24]2[cH:25][cH:26][cH:27][cH:28][c:29]2[n:30][n:31]1>>[CH3:1][c:2]1[cH:3][cH:4][c:5](-[c:8]2[cH:9][cH:10][c:11]3[c:12]([cH:21]2)[CH:13]=[C:14]([C:18](=[O:19])[NH:48][CH2:47][CH2:46][CH2:45][CH:42]2[CH2:41][CH2:40][N:39]([C:37]([O:36][C:32]([CH3:33])([CH3:34])[CH3:35])=[O:38])[CH2:44][CH2:43]2)[CH2:15][CH2:16][O:17]3)[cH:6][cH:7]1. Starting materials: C(C)(=O)O (acetic acid), ClC1=C(C=O)C=C(C=C1)[N+](=O)[O-] (2-Chloro-5-nitro-benzaldehyde), C1(=CC=CC=C1)CCN (2-phenylethylamine), C(#N)[BH3-].[Na+] (sodium cyanoborohydride). Solvent: CO (methanol). Conditions: temperature 0 celsius. Product: ClC1=C(CNCCC2=CC=CC=C2)C=C(C=C1)[N+](=O)[O-] (2-chloro-5-nitro-[N-(2-phenylethyl)]-benzylamine). The yield is 82.0%. As a reaction SMILES: [Cl:1][C:2]1[CH:9]=[CH:8][C:7]([N+:10]([O-:12])=[O:11])=[CH:6][C:3]=1[CH:4]=O.[C:13]1([CH2:19][CH2:20][NH2:21])[CH:18]=[CH:17][CH:16]=[CH:15][CH:14]=1.C([BH3-])#N.[Na+].C(O)(=O)C>CO>[Cl:1][C:2]1[CH:9]=[CH:8][C:7]([N+:10]([O-:12])=[O:11])=[CH:6][C:3]=1[CH2:4][NH:21][CH2:20][CH2:19][C:13]1[CH:18]=[CH:17][CH:16]=[CH:15][CH:14]=1 |f:2.3|. Procedure details: 2-Chloro-5-nitro-benzaldehyde (5 g, 27 mmol) and 2-phenylethylamine (4.1 g, 33.75 mmol) were dissolved in methanol, cooled to 0° C., and sodium cyanoborohydride (2.1 g, 33.75 mmol) was added. The reaction was adjusted to pH 6 with acetic acid and warmed to room temperature for 6 h. The reaction mixture was quenched with ice and diluted with water. The pH was adjusted to 11 with sodium hydroxide and the mixture was extracted with methylene chloride. The organic extracts were washed with water and... The reactants are CCCC[N+](CCCC)(CCCC)CCCC, [F-], C[Si](C)(C)C#Cc1ccc(Nc2c(C(=O)NOCCO)cc(COCCO)c(F)c2F)c(F)c1, C1CCOC1. The product is C#Cc1ccc(Nc2c(C(=O)NOCCO)cc(COCCO)c(F)c2F)c(F)c1. Reaction SMILES: [CH2:36]([N+:37]([CH2:38][CH2:39][CH2:40][CH3:41])([CH2:42][CH2:43][CH2:44][CH3:45])[CH2:46][CH2:47][CH2:48][CH3:49])[CH2:50][CH2:51][CH3:52].[F-:35].[F:1][c:2]1[c:3]([NH:21][c:22]2[c:23]([F:34])[cH:24][c:25]([C:28]#[C:29][Si:30]([CH3:31])([CH3:32])[CH3:33])[cH:26][cH:27]2)[c:4]([C:5](=[O:6])[NH:7][O:8][CH2:9][CH2:10][OH:11])[cH:12][c:13]([CH2:16][O:17][CH2:18][CH2:19][OH:20])[c:14]1[F:15].[O:53]1[CH2:54][CH2:55][CH2:56][CH2:57]1>>[F:1][c:2]1[c:3]([NH:21][c:22]2[c:23]([F:34])[cH:24][c:25]([C:28]#[CH:29])[cH:26][cH:27]2)[c:4]([C:5](=[O:6])[NH:7][O:8][CH2:9][CH2:10][OH:11])[cH:12][c:13]([CH2:16][O:17][CH2:18][CH2:19][OH:20])[c:14]1[F:15]. The reactants are BrC1=CC(=C(N)C=C1F)[N+](=O)[O-] (4-bromo-5-fluoro-2-nitroaniline), [Cl-].[NH4+] (ammonium chloride). The reagents and catalysts are [Fe] (iron). Run in C1CCOC1 (THF), CCO (EtOH), O (H2O), CCO (EtOH). Conditions: temperature 95 celsius. Product: BrC=1C=C(C(=CC1F)N)N (4-bromo-5-fluorobenzene-1,2-diamine). Yield: 81.4%. Reaction SMILES: [Br:1][C:2]1[C:8]([F:9])=[CH:7][C:5]([NH2:6])=[C:4]([N+:10]([O-])=O)[CH:3]=1.[Cl-].[NH4+]>C1COCC1.CCO.O.[Fe]>[Br:1][C:2]1[CH:3]=[C:4]([NH2:10])[C:5]([NH2:6])=[CH:7][C:8]=1[F:9] |f:1.2|. Procedure details: To a solution of 4-bromo-5-fluoro-2-nitroaniline (1.0 g, 4.3 mmol) in THF (9.0 mL), EtOH (9.0 mL) and H2O (3 mL) was added iron powder (1.2 g, 21.3 mmol) and ammonium chloride (0.34 g, 6.4 mmol), and the mixture was heated at 95° C. for 4 hours. The cooled mixture was diluted with EtOH, filtered through diatomaceous earth until no further color came through the filter, and concentrated. The residue was dissolved in EtOAc, washed with H2O, brine, dried (Na2SO4), filtered and concentrated. Hexane ... The reactants are OC1=C(C=CC=C1)SC (o-Hydroxythioanisole), [O-]CC.[Na+] (sodium ethoxide), OCCCl (β-hydroxyethyl chloride). Solvent: C(C)O (ethanol). Yields the product OCCOC1=C(C=CC=C1)SC (o-(β-Hydroxyethoxy)-thioanisole). Reaction SMILES: [OH:1][C:2]1[CH:7]=[CH:6][CH:5]=[CH:4][C:3]=1[S:8][CH3:9].[O-:10][CH2:11][CH3:12].[Na+].OCCCl>C(O)C>[OH:10][CH2:11][CH2:12][O:1][C:2]1[CH:7]=[CH:6][CH:5]=[CH:4][C:3]=1[S:8][CH3:9] |f:1.2|. Procedure: o-Hydroxythioanisole (14.1 g., 0.1 mole) is dissolved in sodium ethoxide (6.8 g., 0.1 mole) in absolute ethanol (100 ml.) and stirred as β-hydroxyethyl chloride (8.1 g., 0.1 mole) is added. The reaction mixture is refluxed for 2 hours and cooled. The o-(β-hydroxyethoxy)-thioanisole is extracted. Starting materials: CC(=O)Cl, ClCCl, Oc1ccc2c(c1)Oc1ccccc1C2=C1C2CC3CC(C2)CC1C3, c1ccncc1. The product is CC(=O)Oc1ccc2c(c1)Oc1ccccc1C2=C1C2CC3CC(C2)CC1C3. As a reaction SMILES: [CH3:32][C:33]([Cl:34])=[O:35].[Cl:36][CH2:37][Cl:38].[OH:1][c:2]1[cH:3][cH:4][c:5]2[c:14]([cH:15]1)[O:13][c:12]1[c:7]([cH:8][cH:9][cH:10][cH:11]1)[C:6]2=[C:16]1[CH:17]2[CH2:18][CH:19]3[CH2:20][CH:21]([CH2:22][CH:23]1[CH2:24]3)[CH2:25]2.[cH:26]1[cH:27][cH:28][n:29][cH:30][cH:31]1>>[O:1]([c:2]1[cH:3][cH:4][c:5]2[c:14]([cH:15]1)[O:13][c:12]1[c:7]([cH:8][cH:9][cH:10][cH:11]1)[C:6]2=[C:16]1[CH:17]2[CH2:18][CH:19]3[CH2:20][CH:21]([CH2:22][CH:23]1[CH2:24]3)[CH2:25]2)[C:33]([CH3:32])=[O:35]. Starting materials: NN1C(=CC(=C(C1=O)C#N)C)O.[K] (potassium 1-amino-5-cyano-2-hydroxy-4-methyl-6-pyridone), C(C1=CC=CC=C1)(=O)Cl (benzoyl chloride). Solvent: O (water), C(Cl)Cl (methylene chloride). Reaction conditions: time 1 hour. Yields the product C(C1=CC=CC=C1)(=O)NN1C(=CC(=C(C1=O)C#N)C)O (1-Benzoylamino-5-cyano-2-hydroxy-4-methyl-6-pyridone). Reaction SMILES: [NH2:1][N:2]1[C:7](=[O:8])[C:6]([C:9]#[N:10])=[C:5]([CH3:11])[CH:4]=[C:3]1[OH:12].[K].[C:14](Cl)(=[O:21])[C:15]1[CH:20]=[CH:19][CH:18]=[CH:17][CH:16]=1>O.C(Cl)Cl>[C:14]([NH:1][N:2]1[C:7](=[O:8])[C:6]([C:9]#[N:10])=[C:5]([CH3:11])[CH:4]=[C:3]1[OH:12])(=[O:21])[C:15]1[CH:20]=[CH:19][CH:18]=[CH:17][CH:16]=1 |f:0.1,^1:12|. Procedure details: To a solution of 10.16 g (50 mmol) of potassium 1-amino-5-cyano-2-hydroxy-4-methyl-6-pyridone in 50 ml of water was added a solution of 7.03 g (50 mmol) of benzoyl chloride in 50 ml of methylene chloride. The mixture was stirred rapidly for 1 hr, and then filtered. The solid was washed with isopropanol and air dried. The yield of product was 3.90 g (29.0%); mp: 256° C. dec. The NMR spectrum was consistent with the proposed structure. Anal. Calcd. for C14H11N3O3: C, 62.5; H, 4.1; N, 15.6. Found: ... Reactants: BrC=1SC(=C(N1)C(NC=1C=NN(C1N1CC[C@@H](CCC1)N(C(C(F)(F)F)=O)C)CC(F)F)=O)NC(OC(C)(C)C)=O ((R)-tert-butyl 2-bromo-4-(1-(2,2-difluoroethyl)-5-(4-(2,2,2-trifluoro-N-methylacetamido)azepan-1-yl)-1H-pyrazol-4-ylcarbamoyl)thiazol-5-ylcarbamate), FC1=C(C=C(C=C1)C)B(O)O (2-fluoro-5-methylbenzeneboronic acid). Product: NC1=C(N=C(S1)C1=C(C=CC(=C1)C)F)C(=O)NC=1C=NN(C1N1CC[C@@H](CCC1)NC)CC(F)F ((R)-5-Amino-N-(1-(2,2-difluoroethyl)-5-(4-(methylamino)azepan-1-yl)-1H-pyrazol-4-yl)-2-(2-fluoro-5-methylphenyl)thiazole-4-carboxamide), mono formate. Reaction SMILES: Br[C:2]1[S:3][C:4]([NH:34]C(=O)OC(C)(C)C)=[C:5]([C:7](=[O:33])[NH:8][C:9]2[CH:10]=[N:11][N:12]([CH2:29][CH:30]([F:32])[F:31])[C:13]=2[N:14]2[CH2:20][CH2:19][CH2:18][C@@H:17]([N:21]([CH3:28])C(=O)C(F)(F)F)[CH2:16][CH2:15]2)[N:6]=1.[F:42][C:43]1[CH:48]=[CH:47][C:46]([CH3:49])=[CH:45][C:44]=1B(O)O>>[NH2:34][C:4]1[S:3][C:2]([C:44]2[CH:45]=[C:46]([CH3:49])[CH:47]=[CH:48][C:43]=2[F:42])=[N:6][C:5]=1[C:7]([NH:8][C:9]1[CH:10]=[N:11][N:12]([CH2:29][CH:30]([F:31])[F:32])[C:13]=1[N:14]1[CH2:20][CH2:19][CH2:18][C@@H:17]([NH:21][CH3:28])[CH2:16][CH2:15]1)=[O:33]. Procedure: Following the procedure for Example 108, reacting (R)-tert-butyl 2-bromo-4-(1-(2,2-difluoroethyl)-5-(4-(2,2,2-trifluoro-N-methylacetamido)azepan-1-yl)-1H-pyrazol-4-ylcarbamoyl)thiazol-5-ylcarbamate (200 mg, 0.29 mmol) and 2-fluoro-5-methylbenzeneboronic acid (63 mg, 0.41 mmol) gave 109 as the mono formate salt as a pale brown solid (67 mg, 45% over two steps). 1H NMR (400 MHz, d4-MeOD) δ 8.56 (s, 1H), 8.07 (dd, J=7.3, 2.2 Hz, 1H), 7.61 (s, 1H), 7.26-7.20 (m, 1H), 7.12 (dd, J=11.4, 8.4 Hz, 1H), 6... Reactants: ClC1=CC=2C3=C(N(C2C=C1)CC(=O)OCC)CCN(C3)C (ethyl 2-(8-chloro-1,2,3,4-tetrahydro-2-methylpyrido[4,3-b]indol-5-yl)acetate), N1CCOCC1 (morpholine). Conditions: temperature 120 celsius. Product: ClC1=CC=2C3=C(N(C2C=C1)CC(=O)N1CCOCC1)CCN(C3)C (2-(8-chloro-1,2,3,4-tetrahydro-2-methylpyrido[4,3-b]indol-5-yl)-1-morpholinoethanone). RXN SMILES: [Cl:1][C:2]1[CH:10]=[CH:9][C:8]2[N:7]([CH2:11][C:12](OCC)=[O:13])[C:6]3[CH2:17][CH2:18][N:19]([CH3:21])[CH2:20][C:5]=3[C:4]=2[CH:3]=1.[NH:22]1[CH2:27][CH2:26][O:25][CH2:24][CH2:23]1>>[Cl:1][C:2]1[CH:10]=[CH:9][C:8]2[N:7]([CH2:11][C:12]([N:22]3[CH2:27][CH2:26][O:25][CH2:24][CH2:23]3)=[O:13])[C:6]3[CH2:17][CH2:18][N:19]([CH3:21])[CH2:20][C:5]=3[C:4]=2[CH:3]=1. Procedure details: A mixture of ethyl 2-(8-chloro-1,2,3,4-tetrahydro-2-methylpyrido[4,3-b]indol-5-yl)acetate (200 mg) and morpholine (2 ml) was heated at 120° C. for 15 h to obtain 27 mg of 2-(8-chloro-1,2,3,4-tetrahydro-2-methylpyrido[4,3-b]indol-5-yl)-1-morpholinoethanone after purification on neutral alumina chromatography eluting with methanol-dichloromethane gradient. The free base was converted into its oxalate salt by treatment of oxalic acid (1 equiv) in anhydrous THF.